From a dataset of the Open Reaction Database (ORD), a public repository of structured organic reaction records. describe an organic reaction: reactants, conditions, products, and yield The reactants are C([O-])(O)=O.[Na+] (sodium bicarbonate), BrC1=CC(=C(N)C=C1)[N+](=O)[O-] (4-Bromo-2-nitroaniline), C(C)O (ethanol), O.O.[Sn](Cl)(Cl)(Cl)Cl (tin chloride dihydrate). The solvent is O (water), C(C)(=O)OCC (ethyl acetate). Run at time 3 day. Product: BrC1=CC(=C(C=C1)N)N (4-Bromo-1,2-phenylenediamine). Yield: 88.2%. Reaction SMILES: [Br:1][C:2]1[CH:8]=[CH:7][C:5]([NH2:6])=[C:4]([N+:9]([O-])=O)[CH:3]=1.C(O)C.O.O.[Sn](Cl)(Cl)(Cl)Cl.C(=O)(O)[O-].[Na+]>C(OCC)(=O)C.O>[Br:1][C:2]1[CH:8]=[CH:7][C:5]([NH2:6])=[C:4]([NH2:9])[CH:3]=1 |f:2.3.4,5.6|. Procedure: In a round bottom flask were combined 4-Bromo-2-nitroaniline (4.03 g, 18.6 mMol), ethanol (190 proof, 93 mL), and tin chloride dihydrate (8.38 g, 37.1 mMol) and a water-cooled condenser attached. The reaction was heated to reflux in an oil bath and stirred for three days. The mixture was then cooled to room temperature and diluted with ethyl acetate (250 mL). Saturated sodium bicarbonate solution was added until the pH was basic. The slurry was then filtered thru Celite and the filtrate transfer... Starting materials: O (water), O (Water), C([O-])([O-])=O.[K+].[K+] (potassium carbonate), C(C1=CC=CC=C1)OC(C(=O)OCC1=CC=CC=C1)OCC1=CC=CC=C1 (benzyl dibenzyloxyacetate). Run in C1CCOC1 (THF). Product: C(C1=CC=CC=C1)OC(C(=O)O)OCC1=CC=CC=C1 (Dibenzyloxyacetic acid). Yield: 96.9%. RXN SMILES: O.C(=O)([O-])[O-].[K+].[K+].[CH2:8]([O:15][CH:16]([O:27][CH2:28][C:29]1[CH:34]=[CH:33][CH:32]=[CH:31][CH:30]=1)[C:17]([O:19]CC1C=CC=CC=1)=[O:18])[C:9]1[CH:14]=[CH:13][CH:12]=[CH:11][CH:10]=1>C1COCC1>[CH2:8]([O:15][CH:16]([O:27][CH2:28][C:29]1[CH:34]=[CH:33][CH:32]=[CH:31][CH:30]=1)[C:17]([OH:19])=[O:18])[C:9]1[CH:10]=[CH:11][CH:12]=[CH:13][CH:14]=1 |f:1.2.3|. Procedure details: Water (20 ml) and potassium carbonate (10.64 g) were added to a solution of benzyl dibenzyloxyacetate (11.15 g) in THF (80 ml) and the mixture heated under reflux for 24 hours. The mixture was allowed to cool, poured into water, extracted with ether, acidified with concentrated hydrochloric acid and again extracted with ether. The extract from acidic solution was washed with brine, dried (MgSO4) and evaporated under reduced pressure to give the sub-title compound (8.12 g), which was used crude i...